This data is from the Open Reaction Database (ORD), a public repository of structured organic reaction records. The task is: describe an organic reaction: reactants, conditions, products, and yield The reactants are C(C)(C)(C)OC(CC(C[C@@H](COC(C1=CC=CC=C1)=O)O)O)=O ((5S)-6-benzoyloxy-3,5-dihydroxyhexanoic tert-butyl ester), CC=1C=NC=CC1 (3-methylpyridine), COC(C)(C)OC (2,2-dimethoxypropane), C1(=CC=C(C=C1)S(=O)(=O)O)C (p-toluenesulfonic acid). Solvent: O.C(C)#N (water acetonitrile), CC(=O)C (acetone). The product is C(C)(C)(C)OC(C[C@@H]1OC(O[C@@H](C1)COC(C1=CC=CC=C1)=O)(C)C)=O (2-[(4R,6S)-2,2-dimethyl-6-benzoyloxymethyl-1,3-dioxan-4-yl]acetic tert-butyl ester). Reaction SMILES: [C:1]([O:5][C:6](=[O:23])[CH2:7][CH:8]([OH:22])[CH2:9][C@H:10]([OH:21])[CH2:11][O:12][C:13](=[O:20])[C:14]1[CH:19]=[CH:18][CH:17]=[CH:16][CH:15]=1)([CH3:4])([CH3:3])[CH3:2].CO[C:26](OC)([CH3:28])[CH3:27].C1(C)C=CC(S(O)(=O)=O)=CC=1.CC1C=NC=CC=1>O.C(#N)C.CC(C)=O>[C:1]([O:5][C:6](=[O:23])[CH2:7][C@H:8]1[CH2:9][C@@H:10]([CH2:11][O:12][C:13](=[O:20])[C:14]2[CH:15]=[CH:16][CH:17]=[CH:18][CH:19]=2)[O:21][C:26]([CH3:28])([CH3:27])[O:22]1)([CH3:4])([CH3:2])[CH3:3] |f:4.5|. Reported procedure: To a solution composed of 108 mg (90.2 weight %, 0.3 mmol) of the (5S)-6-benzoyloxy-3,5-dihydroxyhexanoic tert-butyl ester produced in Example 15, 62.4 mg (0.6 mmol) of 2,2-dimethoxypropane, and 5 mL of acetone were added 5.7 mg (0.03 mmol) of p-toluenesulfonic acid.1H2O and 14.0 mg (0.15 mmol) of 3-methylpyridine, and the mixture was stirred at 40° C. for 16 hours. This reaction mixture was analyzed by high-performance liquid chromatography (column: Develosil ODS-HG-3 4.6×250 mm, product of Nom...